The task is: describe an organic reaction: reactants, conditions, products, and yield. This data is from the Open Reaction Database (ORD), a public repository of structured organic reaction records. Starting materials: [Li]CCCC, CN1CCC2Cc3[nH]c4c(c3C(=O)C2C1)CCC4, CCCCCCCCCC(=O)OCCC(C)(C)C(=O)Cl, CCCCCC, CC(C)NC(C)C, C1CCOC1, O. Yields the product CCCCCCCCCC(=O)OCCC(C)(C)C(=O)n1c2c(c3c1CC1CCN(C)CC1C3=O)CCC2. Reaction SMILES: [CH2:8]([Li:9])[CH2:10][CH2:11][CH3:12].[CH3:13][N:14]1[CH2:15][CH:16]2[C:17](=[O:30])[c:18]3[c:19]([nH:24][c:25]4[c:26]3[CH2:27][CH2:28][CH2:29]4)[CH2:20][CH:21]2[CH2:22][CH2:23]1.[CH3:31][C:32]([C:33](=[O:34])[Cl:35])([CH2:36][CH2:37][O:38][C:39]([CH2:40][CH2:41][CH2:42][CH2:43][CH2:44][CH2:45][CH2:46][CH2:47][CH3:48])=[O:49])[CH3:50].[CH3:56][CH2:57][CH2:58][CH2:59][CH2:60][CH3:61].[CH:1]([NH:2][CH:3]([CH3:4])[CH3:5])([CH3:6])[CH3:7].[O:51]1[CH2:52][CH2:53][CH2:54][CH2:55]1.[OH2:62]>>[CH3:13][N:14]1[CH2:15][CH:16]2[C:17](=[O:30])[c:18]3[c:19]([n:24]([C:33]([C:32]([CH3:31])([CH2:36][CH2:37][O:38][C:39]([CH2:40][CH2:41][CH2:42][CH2:43][CH2:44][CH2:45][CH2:46][CH2:47][CH3:48])=[O:49])[CH3:50])=[O:34])[c:25]4[c:26]3[CH2:27][CH2:28][CH2:29]4)[CH2:20][CH:21]2[CH2:22][CH2:23]1. Reactants: COc1cc2c(Cl)ncnc2cc1O, ClCCl, OCCN1CCN(CCF)CC1, c1ccc(P(c2ccccc2)c2ccccc2)cc1. The product is COc1cc2c(Cl)ncnc2cc1OCCN1CCN(CCF)CC1. As a reaction SMILES: [Cl:1][c:2]1[n:3][cH:4][n:5][c:6]2[cH:7][c:8]([OH:14])[c:9]([O:12][CH3:13])[cH:10][c:11]12.[Cl:46][CH2:47][Cl:48].[F:34][CH2:35][CH2:36][N:37]1[CH2:38][CH2:39][N:40]([CH2:43][CH2:44][OH:45])[CH2:41][CH2:42]1.[c:15]1([P:16]([c:17]2[cH:18][cH:19][cH:20][cH:21][cH:22]2)[c:23]2[cH:24][cH:25][cH:26][cH:27][cH:28]2)[cH:29][cH:30][cH:31][cH:32][cH:33]1>>[Cl:1][c:2]1[n:3][cH:4][n:5][c:6]2[cH:7][c:8]([O:14][CH2:44][CH2:43][N:40]3[CH2:39][CH2:38][N:37]([CH2:36][CH2:35][F:34])[CH2:42][CH2:41]3)[c:9]([O:12][CH3:13])[cH:10][c:11]12. Reactants: O=C([O-])O, CCN=C=NCCCN(C)C, CN(C)C=O, CCOC(C)=O, CC(C)N1CCC(C(=O)O)CC1, Cl, Nc1c(O)cc(Br)cc1C(=O)Nc1ccc(Cl)cn1, [Na+], On1nnc2ccccc21. Yields the product CC(C)N1CCC(C(=O)Nc2c(O)cc(Br)cc2C(=O)Nc2ccc(Cl)cn2)CC1. Reaction SMILES: [C:54](=[O:55])([OH:56])[O-:57].[CH2:33]([N:34]=[C:35]=[N:36][CH2:37][CH2:38][CH2:39][N:40]([CH3:41])[CH3:42])[CH3:43].[CH3:59][N:60]([CH3:61])[CH:62]=[O:63].[CH3:64][CH2:65][O:66][C:67](=[O:68])[CH3:69].[CH:20]([CH3:21])([CH3:22])[N:23]1[CH2:24][CH2:25][CH:26]([C:29](=[O:30])[OH:31])[CH2:27][CH2:28]1.[ClH:32].[NH2:1][c:2]1[c:3]([C:4](=[O:5])[NH:6][c:7]2[n:8][cH:9][c:10]([Cl:13])[cH:11][cH:12]2)[cH:14][c:15]([Br:19])[cH:16][c:17]1[OH:18].[Na+:58].[OH:44][n:45]1[c:46]2[cH:47][cH:48][cH:49][cH:50][c:51]2[n:52][n:53]1>>[NH:1]([c:2]1[c:3]([C:4](=[O:5])[NH:6][c:7]2[n:8][cH:9][c:10]([Cl:13])[cH:11][cH:12]2)[cH:14][c:15]([Br:19])[cH:16][c:17]1[OH:18])[C:29]([CH:26]1[CH2:25][CH2:24][N:23]([CH:20]([CH3:21])[CH3:22])[CH2:28][CH2:27]1)=[O:30]. Reactants: C(C)(C)(C)OC(NC1=C(C=C(C(=C1)C(F)(F)F)C)NC(CC(C1=CC(=CC=C1)C1=NC=CN=C1)=O)=O)=O ({4-methyl-2-[3-oxo-3-(3-pyrazin-2-yl-phenyl)-propionylamino]-5-trifluoromethyl-phenyl}-carbamic acid tert-butyl ester), C(=O)(C(F)(F)F)O (TFA). Solvent: C(Cl)Cl (CH2Cl2). The product is CC=1C(=CC2=C(NC(CC(=N2)C2=CC(=CC=C2)C2=NC=CN=C2)=O)C1)C(F)(F)F (8-Methyl-4-(3-pyrazin-2-yl-phenyl)-7-trifluoromethyl-1,3-dihydro-benzo[b][1,4]diazepin-2-one), solid. The yield is 68.0%. Reaction SMILES: C(OC(=O)[NH:7][C:8]1[CH:13]=[C:12](C(F)(F)F)[C:11](C)=[CH:10][C:9]=1[NH:19][C:20](=[O:36])[CH2:21][C:22](=O)[C:23]1[CH:28]=[CH:27][CH:26]=[C:25]([C:29]2[CH:34]=[N:33][CH:32]=[CH:31][N:30]=2)[CH:24]=1)(C)(C)C.[C:38](O)([C:40]([F:43])([F:42])[F:41])=O>C(Cl)Cl>[CH3:12][C:11]1[C:38]([C:40]([F:43])([F:42])[F:41])=[CH:13][C:8]2[N:7]=[C:22]([C:23]3[CH:28]=[CH:27][CH:26]=[C:25]([C:29]4[CH:34]=[N:33][CH:32]=[CH:31][N:30]=4)[CH:24]=3)[CH2:21][C:20](=[O:36])[NH:19][C:9]=2[CH:10]=1. Reported procedure: The title compound was prepared from {4-methyl-2-[3-oxo-3-(3-pyrazin-2-yl-phenyl)-propionylamino]-5-trifluoromethyl-phenyl}-carbamic acid tert-butyl ester (Example M85) (0.28 g, 0.54 mmol) by treatment with TFA in CH2Cl2 according to the general procedure N. Obtained as a light yellow solid (146 mg, 68%). Reactants: C(C)(C)NC(C)C (diisopropylamine), [Li]CCCC (n-BuLi), C1(=CC=CC=C1)C#CC=1C=C(C=CC1)CC(=O)O (2-(3-(phenylethynyl)phenyl)acetic acid), C(C1=CC=CC=C1)=O (benzaldehyde). Run in O1CCCC1 (tetrahydrofuran), O1CCCC1 (tetrahydrofuran). Run at temperature -20 celsius, time 60 minute. The product is O[C@H]([C@@H](C(=O)O)C1=CC(=CC=C1)C#CC1=CC=CC=C1)C1=CC=CC=C1 ((2S,3R)-3-hydroxy-3-phenyl-2-(3-(phenylethynyl)phenyl)propanoic acid). RXN SMILES: C(NC(C)C)(C)C.[Li]CCCC.[C:13]1([C:19]#[C:20][C:21]2[CH:22]=[C:23]([CH2:27][C:28]([OH:30])=[O:29])[CH:24]=[CH:25][CH:26]=2)[CH:18]=[CH:17][CH:16]=[CH:15][CH:14]=1.[CH:31](=[O:38])[C:32]1[CH:37]=[CH:36][CH:35]=[CH:34][CH:33]=1>O1CCCC1>[OH:38][C@@H:31]([C:32]1[CH:37]=[CH:36][CH:35]=[CH:34][CH:33]=1)[C@H:27]([C:23]1[CH:24]=[CH:25][CH:26]=[C:21]([C:20]#[C:19][C:13]2[CH:14]=[CH:15][CH:16]=[CH:17][CH:18]=2)[CH:22]=1)[C:28]([OH:30])=[O:29]. Reported procedure: To diisopropylamine (0.241 mL, 1.693 mmol) in tetrahydrofuran (10 mL) under nitrogen at −78° C. was added n-BuLi (0.677 mL, 1.693 mmol). After 60 min, the colorless solution was warmed to −20° C. and a solution of 2-(3-(phenylethynyl)phenyl)acetic acid (200 mg, 0.847 mmol; Araldi, G. L.; Liao, Y.; Brugger, N. Hydrazide Deriviatives as Prostaglandin Receptor Modulators. WO 2005/012232 A2, 2005) in tetrahydrofuran (5 mL) was added resulting in a red solution which was allowed to stir for 45 min as... The reactants are C1(=CC=CC=C1)S(=O)(=O)N1C=CC=2C(=CC=CC12)C=O (1-(benzenesulphonyl)-1H-indole-4-carboxaldehyde), C(=O)(OCC)C=P(C1=CC=CC=C1)(C1=CC=CC=C1)C1=CC=CC=C1 ((carbethoxymethylene)triphenylphosphorane), ClCCl (dichloromethane). Yields the product C(C)OC(C=CC1=C2C=CN(C2=CC=C1)S(=O)(=O)C1=CC=CC=C1)=O (3-[1-(Benzenesulphonyl)-1H-indol-4-yl]acrylic acid ethyl ester). Yield: 100.0%. As a reaction SMILES: [C:1]1([S:7]([N:10]2[C:18]3[CH:17]=[CH:16][CH:15]=[C:14](C=O)[C:13]=3[CH:12]=[CH:11]2)(=[O:9])=[O:8])[CH:6]=[CH:5][CH:4]=[CH:3][CH:2]=1.[C:21]([CH:26]=P(C1C=CC=CC=1)(C1C=CC=CC=1)C1C=CC=CC=1)([O:23][CH2:24][CH3:25])=[O:22].Cl[CH2:47]Cl>>[CH2:24]([O:23][C:21](=[O:22])[CH:26]=[CH:47][C:14]1[CH:15]=[CH:16][CH:17]=[C:18]2[C:13]=1[CH:12]=[CH:11][N:10]2[S:7]([C:1]1[CH:2]=[CH:3][CH:4]=[CH:5][CH:6]=1)(=[O:9])=[O:8])[CH3:25]. Reported procedure: A solution of 1-(benzenesulphonyl)-1H-indole-4-carboxaldehyde (2.0 g, 7 mmol) and (carbethoxymethylene)triphenylphosphorane (2.69 g,7.7 mmol) in anhydrous dichloromethane (50 ml) was heated to reflux for 3 h under a nitrogen atmosphere. The reaction was concentrated and purified by dry flash chromatography (dichloromethane) to give the title compound as a colourless solid (2.49 g, 100%). δH (360 MHZ, CDCl3), 1.34 (3H, t, J=7.2 Hz), 4.27 (2H, q, J=7.2 Hz), 6.51 (1H, d, J=17.2 Hz), 6.94 (1H, d, J=...